This data is from the Open Reaction Database (ORD), a public repository of structured organic reaction records. The task is: describe an organic reaction: reactants, conditions, products, and yield The reactants are OC1CCN(CC1)C(=O)N1CC(CC(C1)C1=CC=C(C=C1)OC(F)(F)F)C(=O)O (1-[(4-Hydroxypiperidin-1-yl)carbonyl]-5-[4-(trifluoromethoxy)phenyl]piperidine-3-carboxylic acid), FC1=C(C=CC=C1)C(N)=NO (2-fluoro-N′-hydroxybenzenecarboximidamide). Product: FC1=C(C=CC=C1)C1=NOC(=N1)C1CN(CC(C1)C1=CC=C(C=C1)OC(F)(F)F)C(=O)N1CCC(CC1)O ({3-[3-(2-Fluorophenyl)-1,2,4-oxadiazol-5-yl]-5-[4-(trifluoromethoxy)phenyl]piperidin-1-yl}(4-hydroxypiperidin-1-yl)methanone). RXN SMILES: [OH:1][CH:2]1[CH2:7][CH2:6][N:5]([C:8]([N:10]2[CH2:15][CH:14]([C:16]3[CH:21]=[CH:20][C:19]([O:22][C:23]([F:26])([F:25])[F:24])=[CH:18][CH:17]=3)[CH2:13][CH:12]([C:27](O)=O)[CH2:11]2)=[O:9])[CH2:4][CH2:3]1.[F:30][C:31]1[CH:36]=[CH:35][CH:34]=[CH:33][C:32]=1[C:37](=[N:39][OH:40])[NH2:38]>>[F:30][C:31]1[CH:36]=[CH:35][CH:34]=[CH:33][C:32]=1[C:37]1[N:38]=[C:27]([CH:12]2[CH2:13][CH:14]([C:16]3[CH:21]=[CH:20][C:19]([O:22][C:23]([F:24])([F:26])[F:25])=[CH:18][CH:17]=3)[CH2:15][N:10]([C:8]([N:5]3[CH2:6][CH2:7][CH:2]([OH:1])[CH2:3][CH2:4]3)=[O:9])[CH2:11]2)[O:40][N:39]=1. Procedure details: 100 mg (0.24 mmol) of 1-[(4-hydroxypiperidin-1-yl)carbonyl]-5-[4-(trifluoromethoxy)phenyl]piperidine-3-carboxylic acid (Example 63A) and 56 mg (0.36 mmol, 1.5 eq.) of 2-fluoro-N′-hydroxybenzenecarboximidamide were reacted according to the General Method 2. Yield: 73 mg (57% of theory)